From a dataset of the Open Reaction Database (ORD), a public repository of structured organic reaction records. describe an organic reaction: reactants, conditions, products, and yield RXN SMILES: [CH3:1]N(C)C(CC)CN(C)C.N#N.CCO.[Li]C(CC)C.[Cl:21][C:22]1[CH:30]=[CH:29][C:25]([C:26]([OH:28])=[O:27])=[CH:24][CH:23]=1>C1COCC1>[Cl:21][C:22]1[CH:30]=[CH:29][C:25]([C:26]([OH:28])=[O:27])=[C:24]([CH3:1])[CH:23]=1 |f:1.2|. Isolated yield 78.2%. Run in C1CCOC1 (THF). Product: ClC1=CC(=C(C(=O)O)C=C1)C (4-chloro-2-methylbenzoic acid). Conditions: temperature -50 celsius, time 16 hour. Procedure: In a dry round-bottomed flask (3 L) equipped with a mechanical stirrer under N2, anhydrous N,N,N′,N′-tetramethylethylethylenediamine (TMEDA, 99.7 mL, 660 mmol, 2.2 eq.) and anhydrous THF (600 mL) were added and the mixture was cooled to −90° C. in a bath of liquid N2/EtOH. Freshly titrated sec-BuLi (550 mL, 1.2M in cyclohexane, 660 mmol., 2.2 eq.) was added slowly via cannula as to maintain the temperature at −50° C. The solution was cooled to −90° C. and 4-chlorobenzoic acid (47.0 g in 400 mL a... Starting materials: ClC1=CC=C(C(=O)O)C=C1 (4-chlorobenzoic acid), CN(C(CN(C)C)CC)C (N,N,N′,N′-tetramethylethylethylenediamine), [Li]C(C)CC (sec-BuLi), N#N.CCO (N2 EtOH). Starting materials: C(C)OC1=CC=CC2=C1C(CO2)=NO (4-ethoxy-benzofuran-3-one oxime). The reagents and catalysts are [Pd] (palladium on carbon). The solvent is C(C)O (ethanol), O1CCCC1 (tetrahydrofuran). Conditions: time 18 hour. Product: C(C)OC1=CC=CC2=C1C(CO2)N (rac-4-Ethoxy-2,3-dihydro-benzofuran-3-ylamine). Isolated yield 95.1%. Reaction SMILES: [CH2:1]([O:3][C:4]1[C:9]2[C:10](=[N:13]O)[CH2:11][O:12][C:8]=2[CH:7]=[CH:6][CH:5]=1)[CH3:2]>C(O)C.O1CCCC1.[Pd]>[CH2:1]([O:3][C:4]1[C:9]2[CH:10]([NH2:13])[CH2:11][O:12][C:8]=2[CH:7]=[CH:6][CH:5]=1)[CH3:2]. Procedure: A mixture of the above described 4-ethoxy-benzofuran-3-one oxime (4.2 g, 21.7 mmol) in ethanol (200 mL) and tetrahydrofuran (200 mL) with 10% palladium on carbon (4.0 g) was hydrogenated at 23° C. and atmospheric pressure for 18 h. Filtered the catalyst off, washed with ethanol, evaporated the filtrate totally and dried in high vacuum to give the title compound as a light brown solid (3.7 g, 1:1 mixture of product and starting material); MS: m/e=163.3 (M+H+). Reactants: C([O-])([O-])=O.[Na+].[Na+] (sodium carbonate), ClC1=CC(=C(C(=O)NC2CNCCN3C2=NC(=CC3=O)C3=NC=NC=C3)C=C1)OC ((+/−)-4-chloro-2-methoxy-N-(4-oxo-2-pyrimidin-4-yl-4,5,6,7,8,9-hexahydro-1,4a,7-triaza-benzocyclohepten-9-yl)-benzamide), BrC1=CC=C(C=C1)F (4-bromofluorobenzene), CC(C)([O-])C.[Na+] (sodium tert-butoxide), C(C)(C)(C)P(C(C)(C)C)C(C)(C)C (tri-tert-butylphosphine). Reagents/catalysts: C=1C=CC(=CC1)/C=C/C(=O)/C=C/C2=CC=CC=C2.C=1C=CC(=CC1)/C=C/C(=O)/C=C/C2=CC=CC=C2.C=1C=CC(=CC1)/C=C/C(=O)/C=C/C2=CC=CC=C2.[Pd].[Pd] (tris(dibenzylideneacetone)dipalladium(0)). Solvent: C1(=CC=CC=C1)C (toluene). Product: ClC1=CC(=C(C(=O)NC2CN(CCN3C2=NC(=CC3=O)C3=NC=NC=C3)C3=CC=C(C=C3)F)C=C1)OC ((+/−)-4-Chloro-N-[7-(4-fluoro-phenyl)-4-oxo-2-pyrimidin-4-yl-4,5,6,7,8,9-hexahydro-1,4a,7-triaza-benzocyclohepten-9-yl]-2-methoxy-benzamide). The yield is 38.4%. As a reaction SMILES: [Cl:1][C:2]1[CH:28]=[CH:27][C:5]([C:6]([NH:8][CH:9]2[C:15]3=[N:16][C:17]([C:21]4[CH:26]=[CH:25][N:24]=[CH:23][N:22]=4)=[CH:18][C:19](=[O:20])[N:14]3[CH2:13][CH2:12][NH:11][CH2:10]2)=[O:7])=[C:4]([O:29][CH3:30])[CH:3]=1.Br[C:32]1[CH:37]=[CH:36][C:35]([F:38])=[CH:34][CH:33]=1.CC(C)([O-])C.[Na+].C(P(C(C)(C)C)C(C)(C)C)(C)(C)C.C(=O)([O-])[O-].[Na+].[Na+]>C1(C)C=CC=CC=1.C1C=CC(/C=C/C(/C=C/C2C=CC=CC=2)=O)=CC=1.C1C=CC(/C=C/C(/C=C/C2C=CC=CC=2)=O)=CC=1.C1C=CC(/C=C/C(/C=C/C2C=CC=CC=2)=O)=CC=1.[Pd].[Pd]>[Cl:1][C:2]1[CH:28]=[CH:27][C:5]([C:6]([NH:8][CH:9]2[C:15]3=[N:16][C:17]([C:21]4[CH:26]=[CH:25][N:24]=[CH:23][N:22]=4)=[CH:18][C:19](=[O:20])[N:14]3[CH2:13][CH2:12][N:11]([C:32]3[CH:37]=[CH:36][C:35]([F:38])=[CH:34][CH:33]=3)[CH2:10]2)=[O:7])=[C:4]([O:29][CH3:30])[CH:3]=1 |f:2.3,5.6.7,9.10.11.12.13|. Procedure details: A mixture containing 0.035 g (0.08 mmol) of (+/−)-4-chloro-2-methoxy-N-(4-oxo-2-pyrimidin-4-yl-4,5,6,7,8,9-hexahydro-1,4a,7-triaza-benzocyclohepten-9-yl)-benzamide, 0.016 g (0.09 mmol) of 4-bromofluorobenzene, 0.009 g (0.10 mmol) of sodium tert-butoxide, 0.006 g (0.03 mmol) of tri-tert-butylphosphine and 0.007 g (0.01 mmol) of tris(dibenzylideneacetone)dipalladium(0) in 1.60 mL of anhydrous toluene under argon atmosphere was stirred under reflux for 4 h30. The reaction mixture was cooled, aqueou... The reactants are CCOC(=O)CCCc1cn(CC(=O)OCC)c2c(Br)cccc12, O=C([O-])O, CSSC, ClC(Cl)Cl, [Na+], O=S(=O)(Cl)Cl. The product is CCOC(=O)CCCc1c(SC)n(CC(=O)OCC)c2c(Br)cccc12. Reaction SMILES: [Br:10][c:11]1[cH:12][cH:13][cH:14][c:15]2[c:16]([CH2:26][CH2:27][CH2:28][C:29](=[O:30])[O:31][CH2:32][CH3:33])[cH:17][n:18]([CH2:20][C:21](=[O:22])[O:23][CH2:24][CH3:25])[c:19]12.[C:34](=[O:35])([O-:36])[OH:37].[CH3:1][S:2][S:3][CH3:4].[CH:39]([Cl:40])([Cl:41])[Cl:42].[Na+:38].[S:5]([Cl:6])([Cl:7])(=[O:8])=[O:9]>>[S:3]([CH3:4])[c:17]1[c:16]([CH2:26][CH2:27][CH2:28][C:29](=[O:30])[O:31][CH2:32][CH3:33])[c:15]2[cH:14][cH:13][cH:12][c:11]([Br:10])[c:19]2[n:18]1[CH2:20][C:21](=[O:22])[O:23][CH2:24][CH3:25]. Reactants: [Al] (aluminium), O(Cl)Cl.[V] (vanadium oxychloride), [Al+3].[Cl-].[Cl-].[Cl-] (AlCl3), [Al+3].[Cl-].[Cl-].[Cl-] (AlCl3), C1(=CC(=CC(=C1)C)C)C (mesitylene), mixture. Run in O1CCCC1.C(OC)COC (tetrahydrofuran dimethoxyethane). Run at time 1 hour. Yields the product C1(=CC(=CC(=C1)C)C)C.C1(=CC(=CC(=C1)C)C)C.[V] (vanadium bis-mesitylene). The yield is 35.3%. As a reaction SMILES: [Al].[Al+3].[Cl-].[Cl-].[Cl-].[C:6]1([CH3:14])[CH:11]=[C:10]([CH3:12])[CH:9]=[C:8]([CH3:13])[CH:7]=1.O(Cl)Cl.[V:18]>O1CCCC1.C(COC)OC>[C:6]1([CH3:14])[CH:11]=[C:10]([CH3:12])[CH:9]=[C:8]([CH3:13])[CH:7]=1.[C:6]1([CH3:14])[CH:11]=[C:10]([CH3:12])[CH:9]=[C:8]([CH3:13])[CH:7]=1.[V:18] |f:1.2.3.4,6.7,8.9,10.11.12|. Reported procedure: The following products are charged in order into a 250 ml glass flask equipped with a thermometer, magnetic stirrer and reflux cooler: 1.888 g (70 mmoles) of active aluminium metal having the characteristics described in Example 1, AlCl3 (5.6 g; 42 mmoles), mesitylene (43 g; 360 mmoles) and VOCl3 (6.1 g; 35 mmoles), with a molar ratio V:Al:AlCl3 equal to 1:2:1.2. A strong hexothermal reaction takes place. After 1 hour of stirring at room temperature, the mixture is heated for 3 hours to 160°-170... Starting materials: C1(=C(C(=CC(=C1)C)C)C(C)(C)O)C (2-mesityl-2-propanol). Solvent: C1CCOC1 (THF). The product is CC(=C)C1=C(C=C(C=C1C)C)C (α-methyl-2,4,6-trimethylstyrene). The yield is 44.6%. Reaction SMILES: [C:1]1([CH3:13])[CH:6]=[C:5]([CH3:7])[CH:4]=[C:3]([CH3:8])[C:2]=1[C:9](O)([CH3:11])[CH3:10]>C1COCC1>[CH3:11][C:9]([C:2]1[C:3]([CH3:8])=[CH:4][C:5]([CH3:7])=[CH:6][C:1]=1[CH3:13])=[CH2:10]. Procedure: The same experiment as in Example 4 was carried out, except for using 50 ml of THF instead of 50 ml of CPME. The resulting reaction mixture was analyzed by gas chromatography to confirm that 2-mesityl-2-propanol and α-methyl-2,4,6-trimethylstyrene were obtained in a yield of 44.6% and 33.1%, respectively. The reactants are OC[C@H]1C(N[C@@H](C(N1)=O)C)=O ((3S,6R)-3-hydroxymethyl-6-methyl-piperazine-2,5-dione), B (borane), C1CCOC1 (THF), Cl (hydrochloric acid). Run in CO (MeOH). Reaction conditions: temperature 70 celsius. Yields the product Cl.C[C@H]1NC[C@@H](NC1)CO (((2R,5R)-5-Methyl-piperazin-2-yl)-methanol hydrochloride). Reaction SMILES: [OH:1][CH2:2][C@@H:3]1[NH:8][C:7](=O)[C@@H:6]([CH3:10])[NH:5][C:4]1=O.B.C1COCC1.[ClH:18]>CO>[ClH:18].[CH3:10][C@@H:6]1[CH2:7][NH:8][C@@H:3]([CH2:2][OH:1])[CH2:4][NH:5]1 |f:5.6|. Procedure: To (3S,6R)-3-hydroxymethyl-6-methyl-piperazine-2,5-dione (34 g, 0.215 mol) was added a solution of borane in THF (1 M, 1.6 L, 1.6 mol) and the mixture was heated to 70° C. for 18 h. The solution was cooled in ice, then MeOH (425 mL) was gradually added, followed by 5 M hydrochloric acid (113 mL). The mixture was heated to 70° C. for 2 h and then cooled to ambient temperature. The resulting solid was filtered, cake washed with THF (200 mL) and dried in vacuo at 40° C., to give the title compound ... Reactants: C1=CC(=CC(=C1)Cl)C(=O)OO (m-CPBA), ice, FC1=CC2=C(C=3N(CCO2)C=C(N3)C3=NC(=NN3C(C)C)C)C=C1S(=O)C1CCN(CC1)C(CO)(C)C (2-(4-(9-fluoro-2-(1-isopropyl-3-methyl-1H-1,2,4-triazol-5-yl)-5,6-dihydrobenzo[f]imidazo[1,2-d][1,4]oxazepin-10-ylsulfinyl)piperidin-1-yl)-2-methylpropan-1-ol), C(=O)(C(F)(F)F)O (TFA). Run in C(Cl)Cl (DCM), C(Cl)Cl (DCM). Run at temperature 0 celsius, time 3 hour. Product: FC1=CC2=C(C=3N(CCO2)C=C(N3)C3=NC(=NN3C(C)C)C)C=C1S(=O)(=O)C1CCN(CC1)C(CO)(C)C (2-(4-(9-fluoro-2-(1-isopropyl-3-methyl-1H-1,2,4-triazol-5-yl)-5,6-dihydrobenzo[f]imidazo[1,2-d][1,4]oxazepin-10-ylsulfonyl)piperidin-1-yl)-2-methylpropan-1-ol). The yield is 38.2%. Reaction SMILES: [F:1][C:2]1[C:24]([S:25]([CH:27]2[CH2:32][CH2:31][N:30]([C:33]([CH3:37])([CH3:36])[CH2:34][OH:35])[CH2:29][CH2:28]2)=[O:26])=[CH:23][C:5]2[C:6]3[N:7]([CH:11]=[C:12]([C:14]4[N:18]([CH:19]([CH3:21])[CH3:20])[N:17]=[C:16]([CH3:22])[N:15]=4)[N:13]=3)[CH2:8][CH2:9][O:10][C:4]=2[CH:3]=1.C(O)(C(F)(F)F)=[O:39].C1C=C(Cl)C=C(C(OO)=O)C=1>C(Cl)Cl>[F:1][C:2]1[C:24]([S:25]([CH:27]2[CH2:32][CH2:31][N:30]([C:33]([CH3:37])([CH3:36])[CH2:34][OH:35])[CH2:29][CH2:28]2)(=[O:39])=[O:26])=[CH:23][C:5]2[C:6]3[N:7]([CH:11]=[C:12]([C:14]4[N:18]([CH:19]([CH3:20])[CH3:21])[N:17]=[C:16]([CH3:22])[N:15]=4)[N:13]=3)[CH2:8][CH2:9][O:10][C:4]=2[CH:3]=1. Procedure details: To an ice-cooled solution of 2-{4-[8-fluoro-2-(2-isopropyl-5-methyl-2H-[1,2,4]triazol-3-yl)-4,5-dihydro-6-oxa-1,3a-diazabenzo[e]azulene-9-sulfinyl]piperidin-1-yl}-2-methylpropan-1-ol 212 (41 mg, 0.0767 mmol) in DCM (8 mL) was added TFA (30 μL, 0.383 mmol) followed by a slow addition of a solution of m-CPBA (17 mg, 0.10 mmol) in DCM (1.5 mL) and the resulting mixture was stirred for 3 h at 0° C. Volatiles were removed under reduced pressure and the resulting residue was purified by column chromat... Starting materials: ClC(Cl)(Cl)Cl, CC(C)(C#N)N=NC(C)(C)C#N, Cc1ccc(S(=O)(=O)OCC(O[Si](C)(C)C(C)(C)C)C(C)CCc2ccccc2)cc1, O=C1CCC(=O)N1Br. RXN SMILES: [Cl:52][C:53]([Cl:54])([Cl:55])[Cl:56].[N:40]#[C:41][C:42]([N:43]=[N:44][C:45]([C:46]#[N:47])([CH3:48])[CH3:49])([CH3:50])[CH3:51].[O:1]([S:2](=[O:3])(=[O:4])[c:5]1[cH:6][cH:7][c:8]([CH3:9])[cH:10][cH:11]1)[CH2:12][CH:13]([CH:14]([CH2:15][CH2:16][c:17]1[cH:18][cH:19][cH:20][cH:21][cH:22]1)[CH3:23])[O:24][Si:25]([CH3:26])([CH3:27])[C:28]([CH3:29])([CH3:30])[CH3:31].[O:32]=[C:33]1[N:34]([Br:39])[C:35](=[O:36])[CH2:37][CH2:38]1>>[O:1]([S:2](=[O:3])(=[O:4])[c:5]1[cH:6][cH:7][c:8]([CH3:9])[cH:10][cH:11]1)[CH2:12][CH:13]([CH:14]([CH2:15][CH:16]([c:17]1[cH:18][cH:19][cH:20][cH:21][cH:22]1)[Br:39])[CH3:23])[O:24][Si:25]([CH3:26])([CH3:27])[C:28]([CH3:29])([CH3:30])[CH3:31]. The product is Cc1ccc(S(=O)(=O)OCC(O[Si](C)(C)C(C)(C)C)C(C)CC(Br)c2ccccc2)cc1.